From a dataset of the Open Reaction Database (ORD), a public repository of structured organic reaction records. describe an organic reaction: reactants, conditions, products, and yield Reactants: ClC1=NC=NC(=C1)Cl (4,6-dichloropyrimidine), [H-].[Na+] (sodium hydride), [Cl-].[NH4+] (ammonium chloride), solution, CC(CCO)(C)C (3,3-dimethyl-1-butanol). The solvent is O1CCCC1 (tetrahydrofuran), O1CCCC1 (tetrahydrofuran). Conditions: time 10 minute. Product: ClC1=NC=NC(=C1)OCCC(C)(C)C (4-chloro-6-(3,3-dimethylbutyloxy)pyrimidine). As a reaction SMILES: [H-].[Na+].[CH3:3][C:4]([CH3:9])([CH3:8])[CH2:5][CH2:6][OH:7].[Cl:10][C:11]1[CH:16]=[C:15](Cl)[N:14]=[CH:13][N:12]=1.[Cl-].[NH4+]>O1CCCC1>[Cl:10][C:11]1[CH:16]=[C:15]([O:7][CH2:6][CH2:5][C:4]([CH3:9])([CH3:8])[CH3:3])[N:14]=[CH:13][N:12]=1 |f:0.1,4.5|. Procedure details: In 4 ml of tetrahydrofuran was suspended 0.11 g of sodium hydride (60% in oil), to which 0.5 ml of a solution containing 0.23 g of 3,3-dimethyl-1-butanol was added dropwise at 0° C., followed by stirring for 10 minutes. To this was added dropwise 0.5 ml of tetrahydrofuran containing 0.3 g of 4,6-dichloropyrimidine dissolved therein, followed by stirring at the same temperature for 4 hours. The reaction mixture was then poured into a saturated aqueous ammonium chloride solution, which was extract... The reactants are Fc1ccc(C(=C(c2ccccc2)c2ccc(OCCBr)cc2)C(F)(F)F)cc1, C1COCCN1, CCCCCC. The product is Fc1ccc(C(=C(c2ccccc2)c2ccc(OCCN3CCOCC3)cc2)C(F)(F)F)cc1. Reaction SMILES: [Br:1][CH2:2][CH2:3][O:4][c:5]1[cH:6][cH:7][c:8]([C:11](=[C:12]([C:13]([F:14])([F:15])[F:16])[c:17]2[cH:18][cH:19][c:20]([F:23])[cH:21][cH:22]2)[c:24]2[cH:25][cH:26][cH:27][cH:28][cH:29]2)[cH:9][cH:10]1.[CH2:30]1[CH2:31][O:32][CH2:33][CH2:34][NH:35]1.[CH3:36][CH2:37][CH2:38][CH2:39][CH2:40][CH3:41]>>[CH2:2]([CH2:3][O:4][c:5]1[cH:6][cH:7][c:8]([C:11](=[C:12]([C:13]([F:14])([F:15])[F:16])[c:17]2[cH:18][cH:19][c:20]([F:23])[cH:21][cH:22]2)[c:24]2[cH:25][cH:26][cH:27][cH:28][cH:29]2)[cH:9][cH:10]1)[N:35]1[CH2:30][CH2:31][O:32][CH2:33][CH2:34]1. Starting materials: ClC=1C=C(NC2=NC=NC3=CC(=CC(=C23)OC[C@@H]2C[C@H](CN2)O)OC)C=CC1F ((3R,5S)-5-[({4-[3-chloro-4-fluoroanilino]-7-methoxyquinazolin-5-yl}oxy)methyl]pyrrolidin-3-ol), C(CO)(=O)O (glycolic acid). The product is ClC=1C=C(NC2=NC=NC3=CC(=CC(=C23)OC[C@@H]2C[C@H](CN2C(CO)=O)O)OC)C=CC1F ((3R,5S)-5-[({4-[3-Chloro-4-fluoroanilino]-7-methoxyquinazolin-5-yl}oxy)methyl]1-glycoloylpyrrolidin-3-ol). The yield is 53.0%. RXN SMILES: [Cl:1][C:2]1[CH:3]=[C:4]([CH:26]=[CH:27][C:28]=1[F:29])[NH:5][C:6]1[C:15]2[C:10](=[CH:11][C:12]([O:24][CH3:25])=[CH:13][C:14]=2[O:16][CH2:17][C@H:18]2[NH:22][CH2:21][C@H:20]([OH:23])[CH2:19]2)[N:9]=[CH:8][N:7]=1.[C:30](O)(=[O:33])[CH2:31][OH:32]>>[Cl:1][C:2]1[CH:3]=[C:4]([CH:26]=[CH:27][C:28]=1[F:29])[NH:5][C:6]1[C:15]2[C:10](=[CH:11][C:12]([O:24][CH3:25])=[CH:13][C:14]=2[O:16][CH2:17][C@H:18]2[N:22]([C:31](=[O:32])[CH2:30][OH:33])[CH2:21][C@H:20]([OH:23])[CH2:19]2)[N:9]=[CH:8][N:7]=1. Procedure details: The procedure described in Example 20 was repeated using (3R,5S)-5-[({4-[3-chloro-4-fluoroanilino]-7-methoxyquinazolin-5-yl}oxy)methyl]pyrrolidin-3-ol (209 mg) with glycolic acid (42 mg) to give the title compound as a white solid in 53% yield; NMR spectrum (DMSO-d6) 10.17 (s, 1H), 8.53 (s, 1H), 8.14 (dd, 1H), 7.74-7.69 (m, 1H), 7.47 (t, 1H), 6.92 (d, 1H), 6.83 (d, 1H), 5.14-5.10 (m, 1H), 4.71-4.67 (m, 1H), 4.50-4.44 (m, 1H), 4.40-4.38 (m, 1H), 4.28-4.23 (m, 1H), 4.06-4.03 (m, 2H), 3.95 (s, 3H),...